From a dataset of the Open Reaction Database (ORD), a public repository of structured organic reaction records. describe an organic reaction: reactants, conditions, products, and yield The reactants are ClC=1C=C(C=CC1Cl)NC(SC)=N (1-(3,4-dichlorophenyl)-2-methylisothiourea), [NH4+].[OH-] (NH4OH). Solvent: C(C)O (ethanol). Reaction conditions: time 10 minute. Yields the product ClC=1C=C(C=CC1Cl)NC(=N)N (N-(3,4-dichlorophenyl)guanidine). Yield: 90.0%. As a reaction SMILES: [Cl:1][C:2]1[CH:3]=[C:4]([NH:9][C:10](=[NH:13])SC)[CH:5]=[CH:6][C:7]=1[Cl:8].[NH4+:14].[OH-]>C(O)C>[Cl:1][C:2]1[CH:3]=[C:4]([NH:9][C:10]([NH2:13])=[NH:14])[CH:5]=[CH:6][C:7]=1[Cl:8] |f:1.2|. Procedure details: To the solution of 13 (2.29 g, 6.31 mmol) in 23 ml of ethanol was added 6.87 ml of NH4OH. The reaction mixture was stirred at room temperature for 10 minutes, and the clear solution was refluxed for 12 hours. The solvent was removed under reduced pressure and the residue was suspended in saturated Na2CO3 solution. The solid was collected, washed sequentially with H2O and Et2O and dried to give the title compound as a white solid (1.16 g, 90%), mp 208° C. 1H NMR (600 MHz, DMSO-d6): δ 7.39 (d, J=8... Starting materials: C(\C=C/C(=O)OCC=C)(=O)OCC=C (diallyl maleate), CCC(=O)OO (perpropionic acid), C1=CC=CC=C1 (benzene), C(\C=C/C(=O)OCC=C)(=O)OCC=C (diallyl maleate). Product: C(\C=C/C(=O)OCC1CO1)(=O)OCC=C (Allyl glycidyl maleate). As a reaction SMILES: [C:1]([O:11][CH2:12][CH:13]=[CH2:14])(=[O:10])/[CH:2]=[CH:3]\[C:4]([O:6][CH2:7][CH:8]=[CH2:9])=[O:5].CCC(OO)=[O:18].C1C=CC=CC=1>>[C:4]([O:6][CH2:7][CH:8]=[CH2:9])(=[O:5])/[CH:3]=[CH:2]\[C:1]([O:11][CH2:12][CH:13]1[O:18][CH2:14]1)=[O:10]. Reported procedure: 9.8 kg (50 mol) of diallyl maleate were reacted with 28.9 kg of a 21.8% strength solution of perpropionic acid in benzene (70 mol) at a reaction temperature of 60° C. in a manner analogous to that described in Example 1. After a reaction time of 8.5 hours, the percarboxylic acid conversion was 97.2%. The conversion of diallyl maleate was 88.3%. Allyl glycidyl maleate was formed with a selectivity of 45.8% and diglycidyl maleate was formed with a selectivity of 44.7%, in each case based on the di... Reactants: O=C(C(=O)OCC)C(=O)[O-] (ethyl ketomalonate), CC(=O)C1=CC=C(C=C1)OCC2=CC=CC=C2 (4-benzyloxyacetophenone), N1=CC=CC=C1 (pyridine). Yields the product OC(C(=O)OCC)(C(=O)OCC)CC(=O)C1=CC=C(C=C1)OCC1=CC=CC=C1 (Diethyl hydroxy[2-(4-benzyloxyphenyl)-2-oxoethyl]malonate). Reaction SMILES: [O:1]=[C:2]([C:8]([O-:10])=[O:9])[C:3]([O:5][CH2:6][CH3:7])=[O:4].[CH3:11][C:12]([C:14]1[CH:19]=[CH:18][C:17]([O:20][CH2:21][C:22]2[CH:27]=[CH:26][CH:25]=[CH:24][CH:23]=2)=[CH:16][CH:15]=1)=[O:13].N1C=CC=[CH:30][CH:29]=1>>[OH:1][C:2]([CH2:11][C:12]([C:14]1[CH:19]=[CH:18][C:17]([O:20][CH2:21][C:22]2[CH:27]=[CH:26][CH:25]=[CH:24][CH:23]=2)=[CH:16][CH:15]=1)=[O:13])([C:8]([O:10][CH2:29][CH3:30])=[O:9])[C:3]([O:5][CH2:6][CH3:7])=[O:4]. Reported procedure: 19 cm3 of ethyl ketomalonate and 2.5 cm3 of pyridine were added to 23.1 g of 4-benzyloxyacetophenone. The reaction medium was heated and maintained at reflux for 12 hours. After cooling, the reaction medium was purified by chromatography on silica gel (particle size 40-63 μm, under an argon pressure of 150 kPa), eluting with a mixture of dichloromethane and methanol (99/1 by volume). The fractions containing the product were combined and then concentrated under reduced pressure (45° C.; 5 kPa). ... Reactants: CN1C(=O)CNC(c2ccccc2)c2cc(Cl)ccc21, CN1C(=O)CN(C(=O)Cl)C(c2ccccc2)c2cc(Cl)ccc21, ClC(Cl)Cl. Product: CN1C(=O)CN(C(=O)N2CC(=O)N(C)c3ccc(Cl)cc3C2c2ccccc2)C(c2ccccc2)c2cc(Cl)ccc21. As a reaction SMILES: [CH3:1][N:2]1[C:3](=[O:20])[CH2:4][NH:5][CH:6]([c:14]2[cH:15][cH:16][cH:17][cH:18][cH:19]2)[c:7]2[c:8]1[cH:9][cH:10][c:11]([Cl:13])[cH:12]2.[CH3:21][N:22]1[C:23](=[O:43])[CH2:24][N:25]([C:40](=[O:41])[Cl:42])[CH:26]([c:34]2[cH:35][cH:36][cH:37][cH:38][cH:39]2)[c:27]2[c:28]1[cH:29][cH:30][c:31]([Cl:33])[cH:32]2.[CH:44]([Cl:45])([Cl:46])[Cl:47]>>[CH3:1][N:2]1[C:3](=[O:20])[CH2:4][N:5]([C:40]([N:25]2[CH2:24][C:23](=[O:43])[N:22]([CH3:21])[c:28]3[c:27]([cH:32][c:31]([Cl:33])[cH:30][cH:29]3)[CH:26]2[c:34]2[cH:35][cH:36][cH:37][cH:38][cH:39]2)=[O:41])[CH:6]([c:14]2[cH:15][cH:16][cH:17][cH:18][cH:19]2)[c:7]2[c:8]1[cH:9][cH:10][c:11]([Cl:13])[cH:12]2. The reactants are C(=O)([O-])[O-].[K+].[K+] (K2CO3), CI (methyliodide), C(C)OC1=NC2=CC(=CC=C2C(=C1C(=O)NCC1=CC(=CC=C1)F)O)C(F)(F)F (2-ethoxy-N-(3-fluorobenzyl)-4-hydroxy-7-(trifluoro-methyl)quinoline-3-carboxylic acid amide), CCOC(=O)C.CCCCCC (EtOAc hexane). Solvent: CN(C)C=O (DMF), O (water). Reaction conditions: time 16 hour. The product is C(C)OC1=NC2=CC(=CC=C2C(=C1C(=O)NCC1=CC(=CC=C1)F)OC)C(F)(F)F (2-ethoxy-N-[(3-fluorophenyl)-methyl]-4-methoxy-7-(trifluoromethyl)-quinoline-3-carboxylic acid amide). Isolated yield 85.7%. As a reaction SMILES: [C:1]([O-:4])([O-])=O.[K+].[K+].CI.[CH2:9]([O:11][C:12]1[C:21]([C:22]([NH:24][CH2:25][C:26]2[CH:31]=[CH:30][CH:29]=[C:28]([F:32])[CH:27]=2)=[O:23])=[C:20](O)[C:19]2[C:14](=[CH:15][C:16]([C:34]([F:37])([F:36])[F:35])=[CH:17][CH:18]=2)[N:13]=1)[CH3:10].CCOC(C)=O.CCCCCC>CN(C=O)C.O>[CH2:9]([O:11][C:12]1[C:21]([C:22]([NH:24][CH2:25][C:26]2[CH:31]=[CH:30][CH:29]=[C:28]([F:32])[CH:27]=2)=[O:23])=[C:20]([O:4][CH3:1])[C:19]2[C:14](=[CH:15][C:16]([C:34]([F:36])([F:37])[F:35])=[CH:17][CH:18]=2)[N:13]=1)[CH3:10] |f:0.1.2,5.6|. Reported procedure: 300 mg (2.2 mmol) K2CO3 and 0.9 ml (14.6 mmol) methyliodide were added to a solution of 300 mg (0.7 mmol) 2-ethoxy-N-(3-fluorobenzyl)-4-hydroxy-7-(trifluoro-methyl)quinoline-3-carboxylic acid amide in DMF (5 ml) and the mixture was stirred for 16 h at RT. The mixture was subsequently diluted with water and extracted with EtOAc. The organic phase was washed with water and brine, dried over Na2SO4 and concentrated in a vacuum. After CC (EtOAc/hexane 1:12) of the residue, 240 mg (0.6 mmol, 81%) 2-e... The reactants are [N+](=O)([O-])C1=CC=C(C=C1)O (4-nitrophenol), Cl.CN(CCCN=C=NCC)C (1-(3-dimethylaminopropyl)-3-ethylcarbodiimide hydrochloride), O (Water), C1(CC1)C(=O)C=1OC=2C(C1)=C(C=CC2OC)C(=O)O (2-cyclopropanecarbonyl-7-methoxybenzofuran-4-carboxylic acid). The reagents and catalysts are CN(C1=CC=NC=C1)C (4-dimethylaminopyridine). Solvent: ClCCl (dichloromethane). Run at time 18 hour. The product is [N+](=O)([O-])C1=CC=C(C=C1)OC(=O)C=1C=CC(=C2C1C=C(O2)C(=O)C2CC2)OC (2-Cyclopropanecarbonyl-7-methoxybenzofuran-4-carboxylic Acid 4-nitrophenyl Ester). The yield is 80.5%. RXN SMILES: [CH:1]1([C:4]([C:6]2[O:7][C:8]3[C:9](=[C:11]([C:17]([OH:19])=[O:18])[CH:12]=[CH:13][C:14]=3[O:15][CH3:16])[CH:10]=2)=[O:5])[CH2:3][CH2:2]1.[N+:20]([C:23]1[CH:28]=[CH:27][C:26](O)=[CH:25][CH:24]=1)([O-:22])=[O:21].Cl.CN(C)CCCN=C=NCC.O>ClCCl.CN(C)C1C=CN=CC=1>[N+:20]([C:23]1[CH:28]=[CH:27][C:26]([O:18][C:17]([C:11]2[CH:12]=[CH:13][C:14]([O:15][CH3:16])=[C:8]3[O:7][C:6]([C:4]([CH:1]4[CH2:2][CH2:3]4)=[O:5])=[CH:10][C:9]=23)=[O:19])=[CH:25][CH:24]=1)([O-:22])=[O:21] |f:2.3|. Reported procedure: To a stirred suspension of 2-cyclopropanecarbonyl-7-methoxybenzofuran-4-carboxylic acid (0.50 g) in dichloromethane (30 ml) under an atmosphere of nitrogen was added 4-nitrophenol (0.29 g), 4-dimethylaminopyridine (20 mg) and 1-(3-dimethylaminopropyl)-3-ethylcarbodiimide hydrochloride (0.41 g). The reaction mixture was stirred at room temperature for 18 h. Water (30 ml) was added and the mixture extracted with dichloromethane (150 ml). The organic layer was separated, dried over magnesium sulfat... Starting materials: COC1=CC(=NC(=C1)OC)N[Si](C)(C)C (4,6-dimethoxy-2trimethylsilylaminopyridine), C1(=CC=CC=C1)OC(=S)Cl (phenylchlorothiocarbonate). Solvent: C(C)#N (acetonitrile). The product is COC1=CC(=NC(=C1)OC)N=C=S (4,6-Dimethoxy-2-isothiocyanatopyridine). The yield is 43.6%. Reaction SMILES: [CH3:1][O:2][C:3]1[CH:8]=[C:7]([O:9][CH3:10])[N:6]=[C:5]([NH:11][Si](C)(C)C)[CH:4]=1.C1(O[C:23](Cl)=[S:24])C=CC=CC=1>C(#N)C>[CH3:1][O:2][C:3]1[CH:8]=[C:7]([O:9][CH3:10])[N:6]=[C:5]([N:11]=[C:23]=[S:24])[CH:4]=1. Procedure: To 300 ml of acetonitrile are added 45.0 g of 4,6-dimethoxy-2trimethylsilylaminopyridine and 35.0 g of phenylchlorothiocarbonate, followed by refluxing for 10 hours. The reaction solution is concentrated under reduced pressure to remove acetonitrile, and to the residue is added 300 ml of toluene. Insoluble product is filtered off, and the filtrate is concentrated under reduced pressure. The residue is purified by silica gel chromatography (eluent: ethyl acetate-hexane) to give 17.0 g of the titl...